Dataset: the Open Reaction Database (ORD), a public repository of structured organic reaction records. Task: describe an organic reaction: reactants, conditions, products, and yield Reactants: C(C1=CC=CC=C1)(=O)NNC(=S)N (Benzoyl thiosemicarbazide), [OH-].[K+] (potassium hydroxide), [K] (potassium), [O-]CC.[Na+] (sodium ethoxide). The solvent is C(C)O (ethanol). The product is C1(=CC=CC=C1)C=1N=NC(N1)=S (3-phenyl-1,2,4-triazole-5-thione). RXN SMILES: [C:1]([NH:9][NH:10][C:11]([NH2:13])=[S:12])(=O)[C:2]1[CH:7]=[CH:6][CH:5]=[CH:4][CH:3]=1.[OH-].[K+].[K].[O-]CC.[Na+]>C(O)C>[C:2]1([C:1]2[N:9]=[N:10][C:11](=[S:12])[N:13]=2)[CH:7]=[CH:6][CH:5]=[CH:4][CH:3]=1 |f:1.2,4.5,^1:15|. Procedure: 3-Phenyl-1,2,4-triazole-5-thione (E. Hogarth, J. Chem. Soc. (1949) 1163) was prepared by first reacting benzoyl chloride with thiosemicarbazide in pyridine at 0° C. to give benzoyl thiosemicarbazide. Benzoyl thiosemicarbazide was treated with potassium hydroxide or potassium or sodium ethoxide in ethanol to give 3-phenyl-1,2,4-triazole-5-thione. 3-Phenyl-1,2,4-triazole-5-thione (1.77 g) was then dissolved in 50 mL of methanol and treated with 0.57 g of 95% sodium methoxide, and then with 2-bromo...